This data is from the Open Reaction Database (ORD), a public repository of structured organic reaction records. The task is: describe an organic reaction: reactants, conditions, products, and yield Reactants: CN(C)C=O, O=C1NC(CI)C1N1C(=O)c2ccccc2C1=O, [K+], O, N#C[S-]. Yields the product N#CSCC1NC(=O)C1N1C(=O)c2ccccc2C1=O. As a reaction SMILES: [CH3:24][N:25]([CH3:26])[CH:27]=[O:28].[I:5][CH2:6][CH:7]1[CH:8]([N:12]2[C:13](=[O:22])[c:14]3[c:15]([cH:18][cH:19][cH:20][cH:21]3)[C:16]2=[O:17])[C:9](=[O:11])[NH:10]1.[K+:1].[OH2:23].[S-:2][C:3]#[N:4]>>[S:2]([C:3]#[N:4])[CH2:6][CH:7]1[CH:8]([N:12]2[C:13](=[O:22])[c:14]3[c:15]([cH:18][cH:19][cH:20][cH:21]3)[C:16]2=[O:17])[C:9](=[O:11])[NH:10]1. The reactants are C(C)NC(=S)N (ethylthiourea), BrCC(C(=O)OCC)=O (ethyl bromopyruvate). Solvent: C(C)O (ethanol). The product is C(C)NC=1SC=C(N1)C(=O)OCC (Ethyl 2-ethylaminothiazole-4-carboxylate). RXN SMILES: [CH2:1]([NH:3][C:4]([NH2:6])=[S:5])[CH3:2].Br[CH2:8][C:9](=O)[C:10]([O:12][CH2:13][CH3:14])=[O:11]>C(O)C>[CH2:1]([NH:3][C:4]1[S:5][CH:8]=[C:9]([C:10]([O:12][CH2:13][CH3:14])=[O:11])[N:6]=1)[CH3:2]. Procedure: The reaction described in Preparation 42 was repeated but using 10 g of ethylthiourea, 20 g of ethyl bromopyruvate and 100 ml of ethanol, giving the title compound as a pale yellow powder. The reactants are COc1ccc(cc1)Oc1ccccc1C=O, CC1=CN=C(C=C1)N, [C-]#[N+]C1CCCCC1. The reagents and catalysts are O=C(O)C(F)(F)F (trifluoroacetic acid). Run in CC(C)O (isopropyl alcohol), CC(C)O (isopropylalcohol). Conditions: temperature 22 celsius, time 20 hour. Yields the product Cc1ccc2nc(c3ccccc3Oc3ccc(cc3)OC)c(NC3CCCCC3)n2c1. Yield: 30.6%. RXN SMILES: CC1=CC=C(N)N=C1.[C-]#[N+]C1CCCCC1.COC1=CC=C(OC2=CC=CC=C2C=O)C=C1>>COC1=CC=C(OC2=CC=CC=C2C2=C(NC3CCCCC3)N3C=C(C)C=CC3=N2)C=C1. The reactants are ClC1=NC=C(C(=O)O)C=C1C1=CC=C(C=C1)Cl (6-chloro-5-(4-chloro-phenyl)-nicotinic acid), FC(CO)(F)F (2,2,2-trifluoro-ethanol). Product: ClC1=CC=C(C=C1)C=1C(=NC=C(C(=O)O)C1)OCC(F)(F)F (5-(4-Chloro-phenyl)-6-(2,2,2-trifluoro-ethoxy)-nicotinic Acid). As a reaction SMILES: Cl[C:2]1[C:10]([C:11]2[CH:16]=[CH:15][C:14]([Cl:17])=[CH:13][CH:12]=2)=[CH:9][C:5]([C:6]([OH:8])=[O:7])=[CH:4][N:3]=1.[F:18][C:19]([F:23])([F:22])[CH2:20][OH:21]>>[Cl:17][C:14]1[CH:15]=[CH:16][C:11]([C:10]2[C:2]([O:21][CH2:20][C:19]([F:23])([F:22])[F:18])=[N:3][CH:4]=[C:5]([CH:9]=2)[C:6]([OH:8])=[O:7])=[CH:12][CH:13]=1. Procedure details: The title compound was synthesized in analogy to Example 5c, using 6-chloro-5-(4-chloro-phenyl)-nicotinic acid and 2,2,2-trifluoro-ethanol as starting materials, MS (ISP) 330.3 (M−H). Starting materials: O=C(n1ccnc1)n1ccnc1, CN1CCNCC1, Cc1c(C)c2c(c(C)c1O)CCC(C)(C(=O)O)O2. Yields the product Cc1c(C)c2c(c(C)c1O)CCC(C)(C(=O)N1CCN(C)CC1)O2. RXN SMILES: [C:19]([n:20]1[cH:21][cH:22][n:23][cH:24]1)([n:25]1[cH:26][cH:27][n:28][cH:29]1)=[O:30].[CH3:31][N:32]1[CH2:33][CH2:34][NH:35][CH2:36][CH2:37]1.[OH:1][c:2]1[c:3]([CH3:18])[c:4]2[c:9]([c:10]([CH3:13])[c:11]1[CH3:12])[O:8][C:7]([C:14](=[O:15])[OH:16])([CH3:17])[CH2:6][CH2:5]2>>[OH:1][c:2]1[c:3]([CH3:18])[c:4]2[c:9]([c:10]([CH3:13])[c:11]1[CH3:12])[O:8][C:7]([C:14](=[O:16])[N:35]1[CH2:34][CH2:33][N:32]([CH3:31])[CH2:37][CH2:36]1)([CH3:17])[CH2:6][CH2:5]2.